Dataset: the Open Reaction Database (ORD), a public repository of structured organic reaction records. Task: describe an organic reaction: reactants, conditions, products, and yield The product is CC(C)(O)c1ncc(C(=O)Nc2cccc(Oc3ccc4nc(NC(=O)C5CC5)cn4n3)c2)s1. Reaction SMILES: [CH3:37][N:38]([CH3:39])[CH2:40][CH2:41][CH2:42][N:43]=[C:44]=[N:45][CH2:46][CH3:47].[CH3:58][N:59]([CH3:60])[CH:61]=[O:62].[ClH:36].[NH2:1][c:2]1[cH:3][c:4]([O:5][c:6]2[cH:7][cH:8][c:9]3[n:10]([n:11]2)[cH:12][c:13]([NH:15][C:16](=[O:17])[CH:18]2[CH2:19][CH2:20]2)[n:14]3)[cH:21][cH:22][cH:23]1.[OH:24][C:25]([CH3:26])([CH3:27])[c:28]1[s:29][c:30]([C:33](=[O:34])[OH:35])[cH:31][n:32]1.[OH:48][n:49]1[c:50]2[cH:51][cH:52][cH:53][cH:54][c:55]2[n:56][n:57]1>>[NH:1]([c:2]1[cH:3][c:4]([O:5][c:6]2[cH:7][cH:8][c:9]3[n:10]([n:11]2)[cH:12][c:13]([NH:15][C:16](=[O:17])[CH:18]2[CH2:19][CH2:20]2)[n:14]3)[cH:21][cH:22][cH:23]1)[C:33]([c:30]1[s:29][c:28]([C:25]([OH:24])([CH3:26])[CH3:27])[n:32][cH:31]1)=[O:34]. The reactants are CCN=C=NCCCN(C)C, CN(C)C=O, Cl, Nc1cccc(Oc2ccc3nc(NC(=O)C4CC4)cn3n2)c1, CC(C)(O)c1ncc(C(=O)O)s1, On1nnc2ccccc21. The reactants are BrC=1C=NC=2N(C1)N=C(C2)C(=O)O (6-bromo-pyrazolo[1,5-a]pyrimidine-2-carboxylic acid), CC1NCCC2=CC=C(C=C12)C (1,7-Dimethyl-1,2,3,4-tetrahydro-isoquinoline). Product: BrC=1C=NC=2N(C1)N=C(C2)C(=O)N2C(C1=CC(=CC=C1CC2)C)C ((6-Bromo-pyrazolo[1,5-a]pyrimidin-2-yl)-(1,7-dimethyl-3,4-dihydro-1H-isoquinolin-2-yl)-methanone). Isolated yield 55.0%. Reaction SMILES: [Br:1][C:2]1[CH:3]=[N:4][C:5]2[N:6]([N:8]=[C:9]([C:11]([OH:13])=O)[CH:10]=2)[CH:7]=1.[CH3:14][CH:15]1[C:24]2[C:19](=[CH:20][CH:21]=[C:22]([CH3:25])[CH:23]=2)[CH2:18][CH2:17][NH:16]1>>[Br:1][C:2]1[CH:3]=[N:4][C:5]2[N:6]([N:8]=[C:9]([C:11]([N:16]3[CH2:17][CH2:18][C:19]4[C:24](=[CH:23][C:22]([CH3:25])=[CH:21][CH:20]=4)[CH:15]3[CH3:14])=[O:13])[CH:10]=2)[CH:7]=1. Reported procedure: In close analogy to the procedure described in Example 1, 6-bromo-pyrazolo[1,5-a]pyrimidine-2-carboxylic acid is reacted with 1,7-Dimethyl-1,2,3,4-tetrahydro-isoquinoline to provide the title compound.